The task is: describe an organic reaction: reactants, conditions, products, and yield. This data is from the Open Reaction Database (ORD), a public repository of structured organic reaction records. The reactants are FC=1C=CC=C2C(=NN(C12)C(C)C)C1=C(C=C(C=C1)OC)C (7-fluoro-1-isopropyl-3-(4-methoxy-2-methylphenyl)-1H-indazole), B(Br)(Br)Br (boron tribromide), C1=CCCCC1 (cyclohexene). The product is FC=1C=CC=C2C(=NN(C12)C(C)C)C1=C(C=C(C=C1)O)C (4-(7-fluoro-1-isopropyl-1H-indazole-3-yl)-3-methylphenol). Yield: 101.3%. As a reaction SMILES: [F:1][C:2]1[CH:3]=[CH:4][CH:5]=[C:6]2[C:10]=1[N:9]([CH:11]([CH3:13])[CH3:12])[N:8]=[C:7]2[C:14]1[CH:19]=[CH:18][C:17]([O:20]C)=[CH:16][C:15]=1[CH3:22].B(Br)(Br)Br.C1CCCCC=1>>[F:1][C:2]1[CH:3]=[CH:4][CH:5]=[C:6]2[C:10]=1[N:9]([CH:11]([CH3:13])[CH3:12])[N:8]=[C:7]2[C:14]1[CH:19]=[CH:18][C:17]([OH:20])=[CH:16][C:15]=1[CH3:22]. Reported procedure: Prepared according to Method D step C from 7-fluoro-1-isopropyl-3-(4-methoxy-2-methylphenyl)-1H-indazole (0.151 g, 0.500 mmol), boron tribromide (0.118 mL, 1.25 mmol) and 1.0 mL of cyclohexene to give the product (0.144 g) as a white solid. Starting materials: N(=[N+]=[N-])C1C(NC2=C(CC1)C=CC(=C2)OC)=O (3-Azido-8-methoxy-2,3,4,5-tetrahydro-1H-[1]-benzazepin-2-one), [OH-].[K+] (potassium hydroxide), BrCC(=O)OCC (ethyl bromoacetate). The reagents and catalysts are [Br-].C(CCC)[N+](CCCC)(CCCC)CCCC (tetrabutylammonium bromide). The solvent is O1CCCC1 (tetrahydrofuran), O1CCCC1 (tetrahydrofuran). Conditions: time 5 minute. Yields the product N(=[N+]=[N-])C1C(N(C2=C(CC1)C=CC(=C2)OC)CC(=O)OCC)=O (3-azido-1-ethoxycarbonylmethyl-8-methoxy-2,3,4,5-tetrahydro-1H-[1]-benzazepin-2-one). As a reaction SMILES: [N:1]([CH:4]1[CH2:10][CH2:9][C:8]2[CH:11]=[CH:12][C:13]([O:15][CH3:16])=[CH:14][C:7]=2[NH:6][C:5]1=[O:17])=[N+:2]=[N-:3].[OH-].[K+].Br[CH2:21][C:22]([O:24][CH2:25][CH3:26])=[O:23]>[Br-].C([N+](CCCC)(CCCC)CCCC)CCC.O1CCCC1>[N:1]([CH:4]1[CH2:10][CH2:9][C:8]2[CH:11]=[CH:12][C:13]([O:15][CH3:16])=[CH:14][C:7]=2[N:6]([CH2:21][C:22]([O:24][CH2:25][CH3:26])=[O:23])[C:5]1=[O:17])=[N+:2]=[N-:3] |f:1.2,4.5|. Procedure: 3-Azido-8-methoxy-2,3,4,5-tetrahydro-1H-[1]-benzazepin-2-one (5 g) was added in one portion to a stirred suspension of potassium hydroxide (1.3 g) and tetrabutylammonium bromide (0.7 g) in tetrahydrofuran (50 ml) maintained at 0° under a nitrogen atmosphere. Stirring was continued for 5 minutes, then a solution of ethyl bromoacetate (3.6 g) in tetrahydrofuran (15 ml) was added during 5 minutes. The reaction mixture was allowed to warm to room temperature while stirring for an additional 2 hours.... The reactants are ClC1=CC(=NC2=C(C=CC=C12)O)C (4-chloro-2-methyl-quinolin-8-ol), CC1=NN=C(S1)S (5-methyl-[1,3,4]thiadiazole-2-thiol). Run in CO (MeOH). Run at temperature 80 celsius. Product: CC1=NC2=C(C=CC=C2C(=C1)SC=1SC(=NN1)C)O (2-Methyl-4-(5-methyl-[1,3,4]thiadiazol-2-ylsulfanyl)-quinolin-8-ol). Reaction SMILES: Cl[C:2]1[C:11]2[C:6](=[C:7]([OH:12])[CH:8]=[CH:9][CH:10]=2)[N:5]=[C:4]([CH3:13])[CH:3]=1.[CH3:14][C:15]1[S:19][C:18]([SH:20])=[N:17][N:16]=1>CO>[CH3:13][C:4]1[CH:3]=[C:2]([S:20][C:18]2[S:19][C:15]([CH3:14])=[N:16][N:17]=2)[C:11]2[C:6](=[C:7]([OH:12])[CH:8]=[CH:9][CH:10]=2)[N:5]=1. Procedure details: A mixture of 4-chloro-2-methyl-quinolin-8-ol (10 mg, 52 μmol) and 5-methyl-[1,3,4]thiadiazole-2-thiol (6.9 mg, 52 μmol) in MeOH (0.3 mL) was heated to 80° C. for 1.5 h. The solvent was removed in vacuo to give title compound. MS (m/z): 289.9 [M+H+]. The reactants are CC(C)N=C=NC(C)C, ClC(Cl)Cl, NCC(=O)NC1CCN(Cc2ccc(Cl)cc2)C1, Nc1ccc(Cl)cc1C(=O)O. Yields the product Nc1ccc(Cl)cc1C(=O)NCC(=O)NC1CCN(Cc2ccc(Cl)cc2)C1. Reaction SMILES: [CH:12]([N:13]=[C:14]=[N:15][CH:16]([CH3:17])[CH3:18])([CH3:19])[CH3:20].[CH:39]([Cl:40])([Cl:41])[Cl:42].[Cl:21][c:22]1[cH:23][cH:24][c:25]([CH2:26][N:27]2[CH2:28][CH:29]([NH:32][C:33]([CH2:34][NH2:35])=[O:36])[CH2:30][CH2:31]2)[cH:37][cH:38]1.[NH2:1][c:2]1[c:3]([C:4](=[O:5])[OH:6])[cH:7][c:8]([Cl:11])[cH:9][cH:10]1>>[NH2:1][c:2]1[c:3]([C:4](=[O:6])[NH:35][CH2:34][C:33]([NH:32][CH:29]2[CH2:28][N:27]([CH2:26][c:25]3[cH:24][cH:23][c:22]([Cl:21])[cH:38][cH:37]3)[CH2:31][CH2:30]2)=[O:36])[cH:7][c:8]([Cl:11])[cH:9][cH:10]1. Reactants: IC=1C=C(N)C=CC1C (3-iodo-4-methyl aniline), C(C)OC(=O)C1CCN(CC1)C1=CC=C(C=C1)C(=O)O (1-(4-carboxy-phenyl)-piperidine-4-carboxylic acid ethyl ester), C(C)OC(=O)C1CCN(CC1)C1=CC=C(C=C1)C(NC1=CC(=CC=C1)C(C)(C)C)=O (1-[4-(3-tert-Butyl-phenylcarbamoyl)-phenyl]-piperidine-4-carboxylic acid ethyl ester). Run in hexanes, CCOCC (Et2O). The product is C(C)OC(=O)C1CCN(CC1)C1=CC=C(C=C1)C(NC1=CC(=C(C=C1)C)I)=O (1-[4-(3-Iodo-4-methyl-phenylcarbamoyl)-phenyl]-piperidine-4-carboxylic acid ethyl ester). RXN SMILES: [I:1][C:2]1[CH:3]=[C:4]([CH:6]=[CH:7][C:8]=1[CH3:9])[NH2:5].[CH2:10]([O:12][C:13]([CH:15]1[CH2:20][CH2:19][N:18]([C:21]2[CH:26]=[CH:25][C:24]([C:27](O)=[O:28])=[CH:23][CH:22]=2)[CH2:17][CH2:16]1)=[O:14])[CH3:11].C(OC(C1CCN(C2C=CC(C(=O)NC3C=CC=C(C(C)(C)C)C=3)=CC=2)CC1)=O)C>CCOCC>[CH2:10]([O:12][C:13]([CH:15]1[CH2:16][CH2:17][N:18]([C:21]2[CH:22]=[CH:23][C:24]([C:27](=[O:28])[NH:5][C:4]3[CH:6]=[CH:7][C:8]([CH3:9])=[C:2]([I:1])[CH:3]=3)=[CH:25][CH:26]=2)[CH2:19][CH2:20]1)=[O:14])[CH3:11]. Reported procedure: 1-[4-(3-Iodo-4-methyl-phenylcarbamoyl)-phenyl]-piperidine-4-carboxylic acid ethyl ester was prepared from 3-iodo-4-methyl aniline and 1-(4-carboxy-phenyl)-piperidine-4-carboxylic acid ethyl ester following a procedure similar to the one described in the synthesis of 1-[4-(3-tert-Butyl-phenylcarbamoyl)-phenyl]-piperidine-4-carboxylic acid ethyl ester above. The product was isolated after a silica gel column with a 20-50% Et2O in hexanes gradient followed by a 50% EtOAc in hexanes elution. HRMS m/... Starting materials: ClC=1C=CC2=C(C=CO2)C1 (5-Chloro-benzofurane). Isolated yield 90.8%. The solvent is CCO (EtOH). Procedure details: 5-Chloro-benzofurane (2 g, 13.11 mmol) in dry EtOH (20 ml) was hydrogenated over 10% Rh/C (251 mg) catalyst at room temperature under atmospheric pressure. When H2 absorption ceased the catalyst was filtered off and the filtrate was concentrated in vacuo to give 1.84 g (91%) of (33) as a colourless solid. 1H-NMR (80 MHz, CDCl3) δ 7.00 (d, 2H, J=8.53 Hz), 6.62 (d, 1H, J=8.53), 4.5 (t, 2H), 3.11 (t, 2H). RXN SMILES: [Cl:1][C:2]1[CH:3]=[CH:4][C:5]2[O:9][CH:8]=[CH:7][C:6]=2[CH:10]=1>CCO.[Rh]>[Cl:1][C:2]1[CH:3]=[CH:4][C:5]2[O:9][CH2:8][CH2:7][C:6]=2[CH:10]=1. Reagents/catalysts: [Rh] (Rh/C). The product is ClC=1C=CC2=C(CCO2)C1 (5-chloro-2,3-dihydrobenzofuran).